describe an organic reaction: reactants, conditions, products, and yield From a dataset of the Open Reaction Database (ORD), a public repository of structured organic reaction records. Starting materials: Cl/C/1=C(/C(=O)OC1=O)\Cl (dichloromaleic anhydride), CC(CN)CC1=CC=C(C=C1)C(C)(C)C (2-methyl-3-(4-tert.-butylphenyl)-propylamine), O (water). Run in C(C)(=O)O (acetic acid). The product is CC(CN=C(\C(=C(/C(=O)O)\Cl)\Cl)O)CC1=CC=C(C=C1)C(C)(C)C (dichloromaleic acid N-[2-methyl-3-(4-tert.-butylphenyl)-propyl]-imide). Isolated yield 39.2%. Reaction SMILES: [Cl:1][C:2]1=[C:3]([Cl:9])[C:4]([O:6][C:7]1=[O:8])=[O:5].[CH3:10][CH:11]([CH2:14][C:15]1[CH:20]=[CH:19][C:18]([C:21]([CH3:24])([CH3:23])[CH3:22])=[CH:17][CH:16]=1)[CH2:12][NH2:13].O>C(O)(=O)C>[CH3:10][CH:11]([CH2:14][C:15]1[CH:16]=[CH:17][C:18]([C:21]([CH3:22])([CH3:24])[CH3:23])=[CH:19][CH:20]=1)[CH2:12][N:13]=[C:4]([OH:5])/[C:3](/[Cl:9])=[C:2](/[Cl:1])\[C:7]([OH:6])=[O:8]. Reported procedure: 16.7 g (0.1 mol) of dichloromaleic anhydride and 20.5 g (0.1 mol) of 2-methyl-3-(4-tert.-butylphenyl)-propylamine are stirred in 100 ml of glacial acetic acid under reflux for 4 hours. 100 ml of water are added, the oil which has separated out is extracted with methylene chloride, the methylene chloride phase is concentrated and the residue is recrystallized from ethanol. 14.6 g (41.2% of theory) of dichloromaleic acid N-[2-methyl-3-(4-tert.-butylphenyl)-propyl]-imide of melting point 64°-65° C....